Dataset: the Open Reaction Database (ORD), a public repository of structured organic reaction records. Task: describe an organic reaction: reactants, conditions, products, and yield Reactants: ClC1=CC=C(C=C1)S(=O)(=O)NC(C(=O)NC1=CC=C(C=C1)CCC(=O)OC)CO ((RS)-2-(4-chlorobenzenesulfonylamino)-N-(4-(2-methoxycarbonylethyl)phenyl)-3-hydroxypropanamide), S(=O)(=O)(C)Cl (mesyl chloride). Yields the product ClC1=CC=C(C=C1)S(=O)(=O)NC(C(=O)NC1=CC=C(C=C1)CCC(=O)OC)COS(=O)(=O)C ((RS)-2-(4-chlorobenzenesulfonylamino)-3-methanesulfonyloxy-N-(4-(2-methoxycarbonylethyl)phenyl)propanamide). As a reaction SMILES: [Cl:1][C:2]1[CH:7]=[CH:6][C:5]([S:8]([NH:11][CH:12]([CH2:28][OH:29])[C:13]([NH:15][C:16]2[CH:21]=[CH:20][C:19]([CH2:22][CH2:23][C:24]([O:26][CH3:27])=[O:25])=[CH:18][CH:17]=2)=[O:14])(=[O:10])=[O:9])=[CH:4][CH:3]=1.[S:30](Cl)([CH3:33])(=[O:32])=[O:31]>>[Cl:1][C:2]1[CH:3]=[CH:4][C:5]([S:8]([NH:11][CH:12]([CH2:28][O:29][S:30]([CH3:33])(=[O:32])=[O:31])[C:13]([NH:15][C:16]2[CH:21]=[CH:20][C:19]([CH2:22][CH2:23][C:24]([O:26][CH3:27])=[O:25])=[CH:18][CH:17]=2)=[O:14])(=[O:9])=[O:10])=[CH:6][CH:7]=1. Procedure details: The procedure described in Example 65 was repeated, except that (RS)-2-(4-chlorobenzenesulfonylamino)-N-(4-(2-methoxycarbonylethyl)phenyl)-3-hydroxypropanamide (882 mg) was reacted with mesyl chloride to obtain (RS)-2-(4-chlorobenzenesulfonylamino)-3-methanesulfonyloxy-N-(4-(2-methoxycarbonylethyl)phenyl)propanamide (246 mg). The reactants are S(=O)(Cl)Cl (Thionyl chloride), OCCCNC1=NC2=C(N1C1=CC=CC=C1)C=CC=C2 (2-(3-hydroxypropylamino)-1-phenylbenzimidazole). Solvent: C(Cl)(Cl)Cl (chloroform). Product: ClCCCNC1=NC2=C(N1C1=CC=CC=C1)C=CC=C2 (2-(3-Chloropropylamino)-1-phenylbenzimidazole). As a reaction SMILES: S(Cl)([Cl:3])=O.O[CH2:6][CH2:7][CH2:8][NH:9][C:10]1[N:14]([C:15]2[CH:20]=[CH:19][CH:18]=[CH:17][CH:16]=2)[C:13]2[CH:21]=[CH:22][CH:23]=[CH:24][C:12]=2[N:11]=1>C(Cl)(Cl)Cl>[Cl:3][CH2:6][CH2:7][CH2:8][NH:9][C:10]1[N:14]([C:15]2[CH:20]=[CH:19][CH:18]=[CH:17][CH:16]=2)[C:13]2[CH:21]=[CH:22][CH:23]=[CH:24][C:12]=2[N:11]=1. Reported procedure: Thionyl chloride (10 ml.) was added dropwise to a stirred solution of 2-(3-hydroxypropylamino)-1-phenylbenzimidazole (11.0 g.) in dry chloroform (100 ml.) and the solution heated under reflux for 2 hours. On dilution with ether the title compound crystallised as its hydrochloride (13.06 g., m.p. 176° to 179° C). Found: C, 59.65, H, 5.3, N, 12.95%. C16H16ClN3.HCl requires: C, 59.65, H, 5.3, N, 13.05%.